Dataset: the Open Reaction Database (ORD), a public repository of structured organic reaction records. Task: describe an organic reaction: reactants, conditions, products, and yield Starting materials: COC=1C=C(C=CC1)CNCCO (2-[(3-methoxyphenyl)methylamino]ethanol), C(C(C)(C)C)(=O)Cl (pivaloyl chloride), N1=CC=CC=C1 (pyridine). The solvent is C1(=CC=CC=C1)C (toluene). Run at temperature 85 celsius, time 2 hour. Product: COC=1C=C(C=CC1)CNCCOC(C(C)(C)C)=O (2,2-dimethylpropionic acid 2-[(3-methoxyphenyl)methylamino]ethyl ester). As a reaction SMILES: [CH3:1][O:2][C:3]1[CH:4]=[C:5]([CH2:9][NH:10][CH2:11][CH2:12][OH:13])[CH:6]=[CH:7][CH:8]=1.[C:14](Cl)(=[O:19])[C:15]([CH3:18])([CH3:17])[CH3:16].N1C=CC=CC=1>C1(C)C=CC=CC=1>[CH3:1][O:2][C:3]1[CH:4]=[C:5]([CH2:9][NH:10][CH2:11][CH2:12][O:13][C:14](=[O:19])[C:15]([CH3:18])([CH3:17])[CH3:16])[CH:6]=[CH:7][CH:8]=1. Reported procedure: Next, in toluene (100 ml) were added 2-[(3-methoxyphenyl)methylamino]ethanol (8.1 g), pivaloyl chloride (10.8 g, 89.4 mmol), and pyridine (8.5 g, 107 mmol). The mixture was stirred at room temperature for 1 hour and further at 85° C. for 2 hours. After pyridine hydrochloride was removed by filtration, the filtrate was concentrated. The product was purified by silica gel chromatography to give 2,2-dimethylpropionic acid 2-[(3-methoxyphenyl)methylamino]ethyl ester as a colorless oily matter (yield... The reactants are C(C)(C)(C)OC(CBr)=O (Bromoacetic acid tert-butyl ester), CC=1N=C(SC1C)N (4,5-dimethyl-2-aminothiazole). Yields the product Br.C(C)(C)(C)OC(CN1C(SC(=C1C)C)=N)=O (tert-butyl-(2-Imino-4,5-dimethyl-thiazol-3-yl)acetate hydrobromide). Reaction SMILES: [C:1]([O:5][C:6](=[O:9])[CH2:7][Br:8])([CH3:4])([CH3:3])[CH3:2].[CH3:10][C:11]1[N:12]=[C:13]([NH2:17])[S:14][C:15]=1[CH3:16]>>[BrH:8].[C:1]([O:5][C:6](=[O:9])[CH2:7][N:12]1[C:11]([CH3:10])=[C:15]([CH3:16])[S:14][C:13]1=[NH:17])([CH3:4])([CH3:3])[CH3:2] |f:2.3|. Procedure details: Bromoacetic acid tert-butyl ester (1.4 mL, 9.4 mmol) and 4,5-dimethyl-2-aminothiazole (1.0 g, 7.8 mmol) were heated at 85° C. for 14 hours. The mixture was cooled to ambient temperature and the resulting solid was triturated with ethyl acetate to provide the title compound. The reactants are C1(CCC(N1)=O)=O (succinimide), BrN1C(CCC1=O)=O (N-bromosuccinimide), C(C1=CC=CC=C1)(=O)OOC(C1=CC=CC=C1)=O (benzoyl peroxide), COC(C1=C(C(=CC=C1)[N+](=O)[O-])C)=O (2-methyl-3-nitrobenzoic acid methyl ester). Solvent: C(Cl)(Cl)(Cl)Cl (carbon tetrachloride). Product: COC(C1=C(C(=CC=C1)[N+](=O)[O-])CBr)=O (2-(Bromomethyl)-3-nitrobenzoic acid methyl ester). Reaction SMILES: [CH3:1][O:2][C:3](=[O:14])[C:4]1[CH:9]=[CH:8][CH:7]=[C:6]([N+:10]([O-:12])=[O:11])[C:5]=1[CH3:13].[Br:15]N1C(=O)CCC1=O.C(OOC(=O)C1C=CC=CC=1)(=O)C1C=CC=CC=1.C1(=O)NC(=O)CC1>C(Cl)(Cl)(Cl)Cl>[CH3:1][O:2][C:3](=[O:14])[C:4]1[CH:9]=[CH:8][CH:7]=[C:6]([N+:10]([O-:12])=[O:11])[C:5]=1[CH2:13][Br:15]. Reported procedure: 25.55 g (130.9 mmol) of 2-methyl-3-nitrobenzoic acid methyl ester is added to 300 ml of carbon tetrachloride, and mixed with 25.6 g (141.7 mmol) of N-bromosuccinimide and 62.8 mg of benzoyl peroxide. After seven days of refluxing, the succinimide is suctioned off after cooling, and then the filtrate is spun in until a dry state is reached. The desired compound that is incorporated in crude form into the next stage remains. Reactants: CC1(C)C(C(=O)OCc2ccc([N+](=O)[O-])cc2)N2C(=O)C(N3C(=O)c4ccccc4C3=O)C2S1=O, O=C1CCC(=O)N1Cl, ClCCCl. The product is C=C(C)C(C(=O)OCc1ccc([N+](=O)[O-])cc1)N1C(=O)C(N2C(=O)c3ccccc3C2=O)C1S(=O)Cl. RXN SMILES: [C:1]1(=[O:35])[c:2]2[c:3]([cH:31][cH:32][cH:33][cH:34]2)[C:4](=[O:30])[N:5]1[CH:6]1[CH:7]2[N:8]([CH:9]([C:15](=[O:16])[O:17][CH2:18][c:19]3[cH:20][cH:21][c:22]([N+:25](=[O:26])[O-:27])[cH:23][cH:24]3)[C:10]([CH3:13])([CH3:14])[S:11]2=[O:12])[C:28]1=[O:29].[Cl:36][N:37]1[C:38](=[O:39])[CH2:40][CH2:41][C:42]1=[O:43].[Cl:44][CH2:45][CH2:46][Cl:47]>>[C:1]1(=[O:35])[c:2]2[c:3]([cH:31][cH:32][cH:33][cH:34]2)[C:4](=[O:30])[N:5]1[CH:6]1[CH:7]([S:11](=[O:12])[Cl:36])[N:8]([CH:9]([C:10]([CH3:13])=[CH2:14])[C:15](=[O:16])[O:17][CH2:18][c:19]2[cH:20][cH:21][c:22]([N+:25](=[O:26])[O-:27])[cH:23][cH:24]2)[C:28]1=[O:29]. Starting materials: Cl (hydrochloric acid), [OH-].[K+] (potassium hydroxide), C(C)(=O)OCCCCOC1=C(C=O)C=CC(=C1OCCCCOC(C)=O)OCCCCOC(C)=O (2,3,4-tri(4-acetyloxy-butyloxy)benzaldehyde), C(CC(=O)O)(=O)O (malonic acid), N1CCCCC1 (piperidine). Solvent: O (water), N1=CC=CC=C1 (pyridine). Conditions: temperature 110 celsius, time 5 hour. Product: OCCCCOC1=C(C=CC(=O)O)C=CC(=C1OCCCCO)OCCCCO (2,3,4-tri(4-hydroxybutyl-oxy)cinnamic acid). Isolated yield 90.6%. Reaction SMILES: C([O:4][CH2:5][CH2:6][CH2:7][CH2:8][O:9][C:10]1[C:17]([O:18][CH2:19][CH2:20][CH2:21][CH2:22][O:23]C(=O)C)=[C:16]([O:27][CH2:28][CH2:29][CH2:30][CH2:31][O:32]C(=O)C)[CH:15]=[CH:14][C:11]=1[CH:12]=O)(=O)C.C(O)(=O)[CH2:37][C:38]([OH:40])=[O:39].N1CCCCC1.[OH-].[K+].Cl>O.N1C=CC=CC=1>[OH:4][CH2:5][CH2:6][CH2:7][CH2:8][O:9][C:10]1[C:17]([O:18][CH2:19][CH2:20][CH2:21][CH2:22][OH:23])=[C:16]([O:27][CH2:28][CH2:29][CH2:30][CH2:31][OH:32])[CH:15]=[CH:14][C:11]=1[CH:12]=[CH:37][C:38]([OH:40])=[O:39] |f:3.4|. Procedure details: Into a three-neck flask, 2,3,4-tri(4-acetyloxy-butyloxy)benzaldehyde (40.0 g), malonic acid (10.6 g), piperidine (1 ml) and 100 mL of pyridine were added and stirred at 110° C. for 5 hours. After cooling, water (500 ml) and potassium hydroxide (26.0 g) were added and stirred at 60° C. for 2 hours. After cooling, concentrated hydrochloric acid was added until the reaction solution became acidic, and the resulting reaction solution was extracted with ethyl acetate and washed with water. The extrac... The reactants are CC1=NC=CC(=C1)C(CC(C1=C(C=CC=C1)C)C=1C=C(C=CC1)C1=CC(=CC=C1)C(=O)NCC(=O)O)=O (({3′-[3-(2-methyl-pyridin-4-yl)-3-oxo-1-o-tolyl-propyl]-biphenyl-3-carbonyl}-amino)-acetic acid), Cl.NO (hydroxylamine hydrochloride), C(=O)(O)[O-].[Na+] (NaHCO3). Yields the product O\N=C(/CC(C1=C(C=CC=C1)C)C=1C=C(C=CC1)C1=CC(=CC=C1)C(=O)NCC(=O)O)\C1=CC(=NC=C1)C (({3′-[3-[(E)-Hydroxyimino]-3-(2-methyl-pyridin-4-yl)-1-o-tolyl-propyl]-biphenyl-3-carbonyl}-amino)-acetic acid). RXN SMILES: [CH3:1][C:2]1[CH:7]=[C:6]([C:8](=O)[CH2:9][CH:10]([C:18]2[CH:19]=[C:20]([C:24]3[CH:29]=[CH:28][CH:27]=[C:26]([C:30]([NH:32][CH2:33][C:34]([OH:36])=[O:35])=[O:31])[CH:25]=3)[CH:21]=[CH:22][CH:23]=2)[C:11]2[CH:16]=[CH:15][CH:14]=[CH:13][C:12]=2[CH3:17])[CH:5]=[CH:4][N:3]=1.Cl.[NH2:39][OH:40].C([O-])(O)=O.[Na+]>>[OH:40]/[N:39]=[C:8](/[C:6]1[CH:5]=[CH:4][N:3]=[C:2]([CH3:1])[CH:7]=1)\[CH2:9][CH:10]([C:18]1[CH:19]=[C:20]([C:24]2[CH:29]=[CH:28][CH:27]=[C:26]([C:30]([NH:32][CH2:33][C:34]([OH:36])=[O:35])=[O:31])[CH:25]=2)[CH:21]=[CH:22][CH:23]=1)[C:11]1[CH:16]=[CH:15][CH:14]=[CH:13][C:12]=1[CH3:17] |f:1.2,3.4|. Reported procedure: In analogy to example 74, step 4, from ({3′-[3-(2-methyl-pyridin-4-yl)-3-oxo-1-o-tolyl-propyl]-biphenyl-3-carbonyl}-amino)-acetic acid and hydroxylamine hydrochloride in the presence of NaHCO3 was prepared the title compound which precipitated as a white solid on work up, MS (ESI−): m/z=506.2 ([M−H]−). Reactants: C([O-])([O-])=O.[K+].[K+] (potassium carbonate), ice, C(C1=CC=CC=C1)OCC[C@H](NC(=O)OC(C)(C)C)C(=O)OC (methyl O-benzyl-N-(tert-butoxycarbonyl)homoserinate), [BH4-].[Na+] (sodium borohydride). Run in C(C)O (ethanol). Run at time 16 hour. Yields the product C(C1=CC=CC=C1)OCCC(CO)NC(OC(C)(C)C)=O (tert-Butyl 3-(benzyloxy)-1-(hydroxymethyl)propylcarbamate). As a reaction SMILES: [CH2:1]([O:8][CH2:9][CH2:10][C@@H:11]([C:20](OC)=[O:21])[NH:12][C:13]([O:15][C:16]([CH3:19])([CH3:18])[CH3:17])=[O:14])[C:2]1[CH:7]=[CH:6][CH:5]=[CH:4][CH:3]=1.[BH4-].[Na+].C(=O)([O-])[O-].[K+].[K+]>C(O)C>[CH2:1]([O:8][CH2:9][CH2:10][CH:11]([NH:12][C:13](=[O:14])[O:15][C:16]([CH3:18])([CH3:17])[CH3:19])[CH2:20][OH:21])[C:2]1[CH:3]=[CH:4][CH:5]=[CH:6][CH:7]=1 |f:1.2,3.4.5|. Procedure details: To an ice-cold solution of methyl O-benzyl-N-(tert-butoxycarbonyl)homoserinate (6 g, 18.6 mmol) in absolute ethanol (100 mL) is added sodium borohydride (2.8 g, 74.2 mmol), and the reaction is refluxed 2 h. The solution is cooled, excess saturated potassium carbonate added, and stirred 16 h at room temperature. The ethanol is removed under reduced pressure, and the aqueous solution is extracted with chloroform. The organic layer is washed with saturated sodium bicarbonate, saturated sodium sulfa...